From a dataset of the Open Reaction Database (ORD), a public repository of structured organic reaction records. describe an organic reaction: reactants, conditions, products, and yield The reactants are C1(=CC=CC=C1)P(C1=CC=CC=C1)C1=CC=CC=C1 (Triphenylphosphine), C(C1=CC=CC=C1)OC(=O)N1[C@@H](CC[C@H]([C@@H](C1)O)N=[N+]=[N-])C ((2R,5R,6R)-5-Azido-6-hydroxy-2-methyl-azepane-1-carboxylic acid benzyl ester). The solvent is C1CCOC1 (THF), O (H2O), C1(=CC=CC=C1)C (toluene). Reaction conditions: temperature 45 celsius. The product is C(C1=CC=CC=C1)OC(=O)N1[C@@H](CC[C@H]([C@@H](C1)O)N)C ((2R,5R,6R)-5-Amino-6-hydroxy-2-methyl-azepane-1-carboxylic acid benzyl ester). RXN SMILES: C1(P(C2C=CC=CC=2)C2C=CC=CC=2)C=CC=CC=1.[CH2:20]([O:27][C:28]([N:30]1[CH2:36][C@@H:35]([OH:37])[C@H:34]([N:38]=[N+]=[N-])[CH2:33][CH2:32][C@H:31]1[CH3:41])=[O:29])[C:21]1[CH:26]=[CH:25][CH:24]=[CH:23][CH:22]=1>C1COCC1.O.C1(C)C=CC=CC=1>[CH2:20]([O:27][C:28]([N:30]1[CH2:36][C@@H:35]([OH:37])[C@H:34]([NH2:38])[CH2:33][CH2:32][C@H:31]1[CH3:41])=[O:29])[C:21]1[CH:22]=[CH:23][CH:24]=[CH:25][CH:26]=1. Reported procedure: Triphenylphosphine (2.13 g, 8.14 mmol) was added to a solution (2R,5R,6R)-5-Azido-6-hydroxy-2-methyl-azepane-1-carboxylic acid benzyl ester (1.65 g, 5.43 mmol) in THF (200 ml) and H2O (0.8 ml), then was heated to 45 degrees C. overnight. The reaction mixture was then diluted with toluene (100 ml×2) and was azeotroped in vacuo by rotary evaporation twice. The resulting oil was dissolved in MeOH and HCl in Et2O and the resulting salt was collected following filtration and was used in the next reac... The reactants are C[Mg]Cl (Methyl magnesium chloride), solution, CC(C)(C)C=1[Se]C(=CC(C1)=O)C(C)(C)C (2,6-bis[1,1-dimethylethyl]selenopyran-4-one), ice water, F[B-](F)(F)F.[H+] (tetrafluoroboric acid), aqueous solution. Solvent: O1CCCC1 (tetrahydrofuran), O1CCCC1 (tetrahydrofuran). Run at temperature -20 celsius, time 4 hour. The product is F[B-](F)(F)F.CC(C)(C)C1=[Se+]C(=CC(=C1)C)C(C)(C)C (2,6-bis(1,1-dimethylethyl)-4-methylselenopyrylium tetrafluoroborate). Yield: 85.0%. As a reaction SMILES: [CH3:1][Mg]Cl.[CH3:4][C:5]([C:8]1[Se:9][C:10]([C:15]([CH3:18])([CH3:17])[CH3:16])=[CH:11][C:12](=O)[CH:13]=1)([CH3:7])[CH3:6].[F:19][B-:20]([F:23])([F:22])[F:21].[H+]>O1CCCC1>[F:19][B-:20]([F:23])([F:22])[F:21].[CH3:4][C:5]([C:8]1[CH:13]=[C:12]([CH3:1])[CH:11]=[C:10]([C:15]([CH3:18])([CH3:17])[CH3:16])[Se+:9]=1)([CH3:7])[CH3:6] |f:2.3,5.6|. Procedure details: Methyl magnesium chloride (40 mL of a 3 M solution in tetrahydrofuran, 0.12 mol) was added to a solution of 2,6-bis[1,1-dimethylethyl]selenopyran-4-one (22 g, 0.081 mol, prepared in Part C above ) in dry tetrahydrofuran (100 mL) which was initially maintained at -20° C. using a cold bath; the addition was effected at such a rate that the temperature in the reaction vessel did not exceed -15° C. The cold bath was removed, and the pale yellow solution was allowed to stir at room temperature for fo...